The task is: describe an organic reaction: reactants, conditions, products, and yield. This data is from the Open Reaction Database (ORD), a public repository of structured organic reaction records. Reactants: ClC1=C(C=C(C(=N1)C(=O)OC)C(=O)OC)CCCl (6-chloro-5-(2-chloroethyl)pyridine-2,3-dicarboxylic acid, dimethyl ester), C(C)(=O)[O-].[Na+] (sodium acetate). Reagents/catalysts: [Pd] (palladium on carbon). The solvent is CO (methanol). Conditions: time 23 hour. The product is ClCCC=1C=C(C(=NC1)C(=O)OC)C(=O)OC (5-(2-chloroethyl)-pyridinedicarboxylic acid, dimethyl ester). Yield: 56.1%. As a reaction SMILES: Cl[C:2]1[N:7]=[C:6]([C:8]([O:10][CH3:11])=[O:9])[C:5]([C:12]([O:14][CH3:15])=[O:13])=[CH:4][C:3]=1[CH2:16][CH2:17][Cl:18].C([O-])(=O)C.[Na+]>[Pd].CO>[Cl:18][CH2:17][CH2:16][C:3]1[CH:4]=[C:5]([C:12]([O:14][CH3:15])=[O:13])[C:6]([C:8]([O:10][CH3:11])=[O:9])=[N:7][CH:2]=1 |f:1.2|. Reported procedure: A mixture of 18 g of 6-chloro-5-(2-chloroethyl)pyridine-2,3-dicarboxylic acid, dimethyl ester, 1 g of 10% palladium on carbon, and 7 g of sodium acetate in 100 mL methanol is shaken in a hydrogenation apparatus under 15 psi for 23 hours. The reaction is then filtered through celite, and the catalyst is washed with a little methanol. The combined filtrates are concentrated in vacuo, and the residue is partitioned between methylene chloride and water. The organic phase is washed with saturated bic...